Dataset: the Open Reaction Database (ORD), a public repository of structured organic reaction records. Task: describe an organic reaction: reactants, conditions, products, and yield Reactants: C(#N)[C@@H]1CC[C@H](CC1)C(=O)O (trans-4-cyanocyclohexanecarboxylic acid), S(=O)(Cl)Cl (thionyl chloride). Run in ClCCl (dichloromethane). Reaction conditions: temperature 38 celsius. The product is C(#N)[C@@H]1CC[C@H](CC1)C(=O)Cl (trans-4-cyanocyclohexanecarbonyl chloride). As a reaction SMILES: [C:1]([C@H:3]1[CH2:8][CH2:7][C@H:6]([C:9]([OH:11])=O)[CH2:5][CH2:4]1)#[N:2].S(Cl)([Cl:14])=O>ClCCl>[C:1]([C@H:3]1[CH2:8][CH2:7][C@H:6]([C:9]([Cl:14])=[O:11])[CH2:5][CH2:4]1)#[N:2]. Reported procedure: To a solution of trans-4-cyanocyclohexanecarboxylic acid (1.29 g, 8.42 mmol) in dichloromethane (7.7 mL) was added thionyl chloride (2.0 M in dichloromethane, 10.11 mL, 20.21 mmol) and the reaction was heated at 38° C. overnight. Then, the reaction was concentrated to afford trans-4-cyanocyclohexanecarbonyl chloride that was used in the next step without further purification. Starting materials: N(=O)[O-].[Na+] (sodium nitrite), cuprous cyanide, [C-]#N.[K+] (potassium cyanide), diazonium, C(C)OC(=O)C1=CN(C2=CC(=C(C=C2C1)F)N)CC (7-amino-1,4-dihydro-1-ethyl-6-fluoro-3-quinolinecarboxylic acid ethyl ester), [OH-].[NH4+] (ammonium hydroxide). The solvent is O (water), O (water), Cl (HCl). Run at time 0.5 hour. Product: C(C)OC(=O)C1=CN(C2=CC(=C(C=C2C1)F)C#N)CC (7-cyano-1,4-dihydro-1-ethyl-6-fluoro-3-quinolinecarboxylic acid ethyl ester). Yield: 10.2%. RXN SMILES: [CH2:1]([O:3][C:4]([C:6]1[CH2:15][C:14]2[C:9](=[CH:10][C:11](N)=[C:12]([F:16])[CH:13]=2)[N:8]([CH2:18][CH3:19])[CH:7]=1)=[O:5])[CH3:2].N([O-])=O.[Na+].[C-:24]#[N:25].[K+].[OH-].[NH4+]>Cl.O>[CH2:1]([O:3][C:4]([C:6]1[CH2:15][C:14]2[C:9](=[CH:10][C:11]([C:24]#[N:25])=[C:12]([F:16])[CH:13]=2)[N:8]([CH2:18][CH3:19])[CH:7]=1)=[O:5])[CH3:2] |f:1.2,3.4,5.6|. Procedure details: To a suspension of 2.78 g (10 mmole) of 7-amino-1,4-dihydro-1-ethyl-6-fluoro-3-quinolinecarboxylic acid ethyl ester in 40 ml of 1N HCl at 8° was added a solution of 0.72 g (10.5 mml) of sodium nitrite and 5 ml of water portionwise keeping the temperature at 8° C. The orange solution was stirred at 5° to 8° C. for 0.5 hours. To a solution of 1.07 g (12 mmol) of cuprous cyanide, 2.28 g (35 mmol) of potassium cyanide and 25 ml of water at 45°-50° C. was added the diazonium solution over 10 minutes.... The reactants are CC1=C2N=CN(C2=NC=N1)[C@H]1[C@H](O)[C@H](O)[C@@H](O1)C (6-Methyl-9-(5-deoxy-α-L-lyxofuranosyl)purine), C(CCC)[SnH](CCCC)CCCC (tributyltin hydride), CC1=C2N=CN(C2=NC=N1)[C@H]1[C@H](O)[C@H](O)[C@H](O1)CI (6-Methyl-9-(5-deoxy-5-iodo-β-D-ribofuranosyl)purine), CC(C)(C#N)N=NC(C)(C)C#N (AIBN). The solvent is O1CCCC1 (tetrahydrofuran). Product: CC1=C2N=CN(C2=NC=N1)[C@H]1[C@H](O)[C@H](O)[C@H](O1)C (6-Methyl-9-(5-deoxy-β-D-ribofuranosyl)purine). As a reaction SMILES: [CH3:1][C:2]1[N:10]=[CH:9][N:8]=[C:7]2[C:3]=1[N:4]=[CH:5][N:6]2[C@@H:11]1[O:17][C@@H:16]([CH3:18])[C@@H:14]([OH:15])[C@H:12]1[OH:13].CC1N=CN=C2C=1N=CN2[C@@H]1O[C@H](CI)[C@@H](O)[C@H]1O.CC(N=NC(C#N)(C)C)(C#N)C.C([SnH](CCCC)CCCC)CCC>O1CCCC1>[CH3:1][C:2]1[N:10]=[CH:9][N:8]=[C:7]2[C:3]=1[N:4]=[CH:5][N:6]2[C@@H:11]1[O:17][C@H:16]([CH3:18])[C@@H:14]([OH:15])[C@H:12]1[OH:13]. Reported procedure: The reaction is carried out according to the procedure for the preparation of 1f starting from 2b (68 mg, 0.18 mmol), AIBN (26 mg, 0.16 mmol), and tributyltin hydride (176 μl, 0.63 mmol) in tetrahydrofuran (THF) (10 ml). After a 2 h reflux followed by isolation and purification as described in Example 6, pure 2c crystallized from THF in two crops as a white solid. Starting materials: C(C#C)ON=C(C(=O)NC1[C@@H]2N(C(=C(CS2)CSC2=NN=NN2CC=C)C(=O)O)C1=O)C=1N=C(SC1)NC=O (7-[2-(2-propynyl)oxyimino-2-(2-formamidothiazol-4-yl)acetamido]-3-(1-allyl-1H-tetrazol-5-yl)thiomethyl-3-cephem-4-carboxylic acid), Cl (hydrochloric acid). Solvent: CO (methanol). Yields the product C(C#C)ON=C(C(=O)NC1[C@@H]2N(C(=C(CS2)CSC2=NN=NN2CC=C)C(=O)O)C1=O)C=1N=C(SC1)N (7-[2-(2-propynyl)oxyimino-2-(2-aminothiazol-4-yl)acetamido]-3-(1-allyl-1H-tetrazol-5-yl)thiomethyl-3-cephem-4-carboxylic acid). Yield: 75.1%. As a reaction SMILES: [CH2:1]([O:4][N:5]=[C:6]([C:32]1[N:33]=[C:34]([NH:37]C=O)[S:35][CH:36]=1)[C:7]([NH:9][CH:10]1[C:30](=[O:31])[N:12]2[C:13]([C:27]([OH:29])=[O:28])=[C:14]([CH2:17][S:18][C:19]3[N:23]([CH2:24][CH:25]=[CH2:26])[N:22]=[N:21][N:20]=3)[CH2:15][S:16][C@H:11]12)=[O:8])[C:2]#[CH:3].Cl>CO>[CH2:1]([O:4][N:5]=[C:6]([C:32]1[N:33]=[C:34]([NH2:37])[S:35][CH:36]=1)[C:7]([NH:9][CH:10]1[C:30](=[O:31])[N:12]2[C:13]([C:27]([OH:29])=[O:28])=[C:14]([CH2:17][S:18][C:19]3[N:23]([CH2:24][CH:25]=[CH2:26])[N:22]=[N:21][N:20]=3)[CH2:15][S:16][C@H:11]12)=[O:8])[C:2]#[CH:3]. Procedure: To a solution of 7-[2-(2-propynyl)oxyimino-2-(2-formamidothiazol-4-yl)acetamido]-3-(1-allyl-1H-tetrazol-5-yl)thiomethyl-3-cephem-4-carboxylic acid (syn isomer) (2.0 g) in methanol (14 ml) was added conc.hydrochloric acid (0.3 g) and the mixture was stirred for 3.5 hours at ambient temperature. The solvent was distilled off under reduced pressure and the residue was dissolved in a saturated aqueous solution of sodium bicarbonate. The aqueous solution was washed with ethyl acetate and adjusted to ... Starting materials: NC1=CC=CC=C1 (aniline), CC(C(=O)Cl)(C)C (trimethylacetoyl chloride). The solvent is C1=CC=CC=C1 (benzene). Yields the product crystals, C1(=CC=CC=C1)NC(C(C)(C)C)=O (N-phenyl trimethylacetamide). Yield: 60.0%. RXN SMILES: [NH2:1][C:2]1[CH:7]=[CH:6][CH:5]=[CH:4][CH:3]=1.[CH3:8][C:9]([CH3:14])([CH3:13])[C:10](Cl)=[O:11]>C1C=CC=CC=1>[C:2]1([NH:1][C:10](=[O:11])[C:9]([CH3:14])([CH3:13])[CH3:8])[CH:7]=[CH:6][CH:5]=[CH:4][CH:3]=1. Procedure details: The preparation of Example 1 was repeated with the changes that the starting reactants were aniline (24.18 g, 0.260 mole) and trimethylacetoyl chloride (15.06 g, 0.125 mole), the reaction was carried out in benzene and produced 13.24 g of crystals of the desired product (60% yield), mp 132°-132.5° C. Proton nuclear magnetic resonance (89.55 MHz) showed absorptions at 7.568-7.078 ppm (m, 5H; aryl H); 1.310 ppm (s, 9H; tert-butyl H). Reactants: COC1=CC=C2C(=NN=C(C2=C1)NC1CCN(CC1)CC1=CC2=CC=CC=C2C=C1)C1=CC=CC=C1 (7-Methoxy-N-[1-(naphthalen-2-ylmethyl)piperidin-4-yl]-4-phenylphthalazin-1-amine), COC1=CC=C2C(=NN=C(C2=C1)NC1CCN(CC1)CC1=CC2=CC=CC=C2C=C1)C1=CC=CC=C1 (7-Methoxy-N-[1-(naphthalen-2-ylmethyl)piperidin-4-yl]-4-phenylphthalazin-1-amine), Cl.[NH+]1=CC=CC=C1 (pyridinium hydrochloride), [OH-].[Na+] (sodium hydroxide). Run at temperature 210 celsius. Yields the product OC1=CC=C2C(=NN=C(C2=C1)NC1CCN(CC1)CC1=CC2=CC=CC=C2C=C1)C1=CC=CC=C1 (7-Hydroxy-N-[1-(naphthalen-2-ylmethyl)piperidin-4-yl]-4-phenylphthalazin-1-amine). The yield is 86.8%. Reaction SMILES: C[O:2][C:3]1[CH:12]=[C:11]2[C:6]([C:7]([C:31]3[CH:36]=[CH:35][CH:34]=[CH:33][CH:32]=3)=[N:8][N:9]=[C:10]2[NH:13][CH:14]2[CH2:19][CH2:18][N:17]([CH2:20][C:21]3[CH:30]=[CH:29][C:28]4[C:23](=[CH:24][CH:25]=[CH:26][CH:27]=4)[CH:22]=3)[CH2:16][CH2:15]2)=[CH:5][CH:4]=1.Cl.[NH+]1C=CC=CC=1.[OH-].[Na+]>>[OH:2][C:3]1[CH:12]=[C:11]2[C:6]([C:7]([C:31]3[CH:32]=[CH:33][CH:34]=[CH:35][CH:36]=3)=[N:8][N:9]=[C:10]2[NH:13][CH:14]2[CH2:15][CH2:16][N:17]([CH2:20][C:21]3[CH:30]=[CH:29][C:28]4[C:23](=[CH:24][CH:25]=[CH:26][CH:27]=4)[CH:22]=3)[CH2:18][CH2:19]2)=[CH:5][CH:4]=1 |f:1.2,3.4|. Reported procedure: A mixture of 597 mg (1.25 mmol) of 7-methoxy-N-[1-(naphthalen-2-ylmethyl)piperidin-4-yl]-4-phenylphthalazin-1-amine (compound 1) and pyridinium hydrochloride is heated at 210° C. for 45 minutes. The reaction medium is cooled and 1N sodium hydroxide solution is then added. A precipitate forms, which is washed with water and with dichloromethane, and then dried under reduced pressure. 500 mg of a beige-coloured powder are obtained.